From a dataset of the Open Reaction Database (ORD), a public repository of structured organic reaction records. describe an organic reaction: reactants, conditions, products, and yield Reactants: C(C)OC(CNC1=NC=CC=C1NC(C1=C(C=CC=C1)OC)=O)=O (N-[3-[(2-methoxybenzoyl)amino]-2-pyridinyl]glycine ethyl ester), C (charcoal), C(Cl)Cl (methylene chloride). The solvent is C(C)(C)O (isopropyl alcohol). Conditions: time 2 minute. Product: Cl.C(C)OC(CN1C(=NC=2C1=NC=CC2)C2=C(C=CC=C2)OC)=O (2-(2-Methoxyphenyl)-3H-imidazo[4,5-b]pyridine-3-acetic acid ethyl ester hydrochloride). Yield: 11.0%. Reaction SMILES: [CH2:1]([O:3][C:4](=[O:24])[CH2:5][NH:6][C:7]1[C:12]([NH:13][C:14](=O)[C:15]2[CH:20]=[CH:19][CH:18]=[CH:17][C:16]=2[O:21][CH3:22])=[CH:11][CH:10]=[CH:9][N:8]=1)[CH3:2].C.C(Cl)[Cl:27]>C(O)(C)C>[ClH:27].[CH2:1]([O:3][C:4](=[O:24])[CH2:5][N:6]1[C:7]2=[N:8][CH:9]=[CH:10][CH:11]=[C:12]2[N:13]=[C:14]1[C:15]1[CH:20]=[CH:19][CH:18]=[CH:17][C:16]=1[O:21][CH3:22])[CH3:2] |f:4.5|. Procedure: Solid N-[3-[(2-methoxybenzoyl)amino]-2-pyridinyl]glycine ethyl ester, 13.75 g (0.042 mole) was heated in glass in a Wood's metal bath at 210°-20° C. for 2 minutes, then at 215°-20° C. for 2 minutes. The residue was dissolved in methylene chloride, treated with activated charcoal, and filtered through a Celite pad. The filtrate (dark orange) was treated with Florisil® to give a dark filtrate, which was evaporated to give an oil. The oil was dissolved in isopropyl alcohol, filtered and the filtrat... The reactants are O (water), OC1=C(C=CC=C1)CC(CO)NC(=O)OC(C)(C)C (3-(2-hydroxyphenyl)-2-(N-t-butoxycarbonylamino)propanol), C(CCCCCCCCCCCCC)Br (tetradecyl bromide), CsCO3. The solvent is CN(C)C=O (DMF). Product: C(CCCCCCCCCCCCC)OC1=C(C=CC=C1)CC(CO)NC(=O)OC(C)(C)C (3-(2-Tetradecyloxyphenyl)-2(R,S)-(N-t-butoxycarbonylamino)propanol). RXN SMILES: [OH:1][C:2]1[CH:7]=[CH:6][CH:5]=[CH:4][C:3]=1[CH2:8][CH:9]([NH:12][C:13]([O:15][C:16]([CH3:19])([CH3:18])[CH3:17])=[O:14])[CH2:10][OH:11].[CH2:20](Br)[CH2:21][CH2:22][CH2:23][CH2:24][CH2:25][CH2:26][CH2:27][CH2:28][CH2:29][CH2:30][CH2:31][CH2:32][CH3:33].O>CN(C=O)C>[CH2:33]([O:1][C:2]1[CH:7]=[CH:6][CH:5]=[CH:4][C:3]=1[CH2:8][CH:9]([NH:12][C:13]([O:15][C:16]([CH3:19])([CH3:18])[CH3:17])=[O:14])[CH2:10][OH:11])[CH2:32][CH2:31][CH2:30][CH2:29][CH2:28][CH2:27][CH2:26][CH2:25][CH2:24][CH2:23][CH2:22][CH2:21][CH3:20]. Procedure details: A mixture of the alcohol from Step A (218 mg, 0.82 mmol), tetradecyl bromide (170 μL, 0.9 mmol) and CsCO3 (532 mg, 1.63 mmol) in DMF (8 mL) was stirred for 16 hs at room temperature under argon. The mixture was poured into water and extracted with EtOAc. The organic extracts were combined, washed with water and brine, dried (MgSO4), and concentrated in vacuo to give an oil. Purification by chromatography (SiO2, 20% EtOAc in hexanes) gave the title compound as a solid. Starting materials: S(=O)(Cl)Cl (thionyl chloride), NCCCCCCCC(=O)O (8-aminooctanoic acid), CO (methanol). Reaction conditions: temperature 20 celsius. Product: Cl.NCCCCCCCC(=O)OC (methyl 8-aminooctanoate hydrochloride). RXN SMILES: S(Cl)([Cl:3])=O.[NH2:5][CH2:6][CH2:7][CH2:8][CH2:9][CH2:10][CH2:11][CH2:12][C:13]([OH:15])=[O:14].[CH3:16]O>>[ClH:3].[NH2:5][CH2:6][CH2:7][CH2:8][CH2:9][CH2:10][CH2:11][CH2:12][C:13]([O:15][CH3:16])=[O:14] |f:3.4|. Reported procedure: 0.7 cm3 of thionyl chloride is added to a solution of 1 g of 8-aminooctanoic acid in 40 cm3 of methanol at a temperature in the region of -20° C. and stirring is maintained for 12 hours at a temperature in the region of 20° C. The solvent is removed under reduced pressure (2.7 kPa) at a temperature in the region of 35° C. 1.48 g of methyl 8-aminooctanoate hydrochloride is thus obtained in the form of a white solid. The reactants are C(C1=CC=CC=C1)C(C(=O)O)C1=CNC2=CC=CC=C12 (α-benzylindole-3-acetic acid), OS(=O)(=O)O (H2SO4), CO (methanol), crude product. Yields the product C(C1=CC=CC=C1)C(C(=O)OC)C1=CNC2=CC=CC=C12 (Methyl α-Benzylindole-3-acetate). As a reaction SMILES: [CH2:1]([CH:8]([C:12]1[C:20]2[C:15](=[CH:16][CH:17]=[CH:18][CH:19]=2)[NH:14][CH:13]=1)[C:9]([OH:11])=[O:10])[C:2]1[CH:7]=[CH:6][CH:5]=[CH:4][CH:3]=1.OS(O)(=O)=O.[CH3:26]O>>[CH2:1]([CH:8]([C:12]1[C:20]2[C:15](=[CH:16][CH:17]=[CH:18][CH:19]=2)[NH:14][CH:13]=1)[C:9]([O:11][CH3:26])=[O:10])[C:2]1[CH:7]=[CH:6][CH:5]=[CH:4][CH:3]=1. Reported procedure: To a solution of α-benzylindole-3-acetic acid (12 g) in methanol (200 mL), was added 2 mL of concentrated H2SO4 ; the mixture was stirred at reflux temperature for 2 hours. The reaction mixture was concentrated under reduced pressure to a volume of about 50 mL, then diluted with 200 mL of toluene. The toluene solution was washed with water, saturated NaHCO3 solution, and again with water. On evaporation, if afforded 12.3 g (97.6% crude yield) of product as a light brown viscous oil. The crude pr... The reactants are N1C=NC=2N=C3N(C(C12)=O)CCCC3 (1,5,6,7,8,10-Hexahydropyrido[1,2-a]purin-10-one), [H-].[Na+] (sodium hydride), ICCCC (iodobutane). The solvent is CN(C=O)C (dimethylformamide). Reaction conditions: time 30 minute. The product is C(CCC)N1C=NC=2N=C3N(C(C12)=O)CCCC3 (1-n-Butyl-1,5,6,7,8,10-hexahydropyrido[1,2-a]purin-10-one). The yield is 70.7%. Reaction SMILES: [NH:1]1[C:9]2[C:8](=[O:10])[N:7]3[CH2:11][CH2:12][CH2:13][CH2:14][C:6]3=[N:5][C:4]=2[N:3]=[CH:2]1.[H-].[Na+].I[CH2:18][CH2:19][CH2:20][CH3:21]>CN(C)C=O>[CH2:18]([N:1]1[C:9]2[C:8](=[O:10])[N:7]3[CH2:11][CH2:12][CH2:13][CH2:14][C:6]3=[N:5][C:4]=2[N:3]=[CH:2]1)[CH2:19][CH2:20][CH3:21] |f:1.2|. Procedure: After 1.20 g (6.32 mmol) of Compound 24 obtained in Example 24 was suspended in 20 ml of dimethylformamide, 0.265 g (6.63 mmol) of 60% sodium hydride was added to the suspension at 0° C. After 30 minutes, 0.755 ml (6.63 mmol) of iodobutane was added and the mixture was stirred at room temperature for 1.5 hours. The reaction mixture was filtered and the filtrate was concentrated under reduced pressure. The residue was purified by silica gel column chromatography (eluting solvent; chloroform:metha... Starting materials: ClC1=C(C=C(C(=C1Cl)Cl)Cl)NN (2,3,4,5-Tetrachlorophenylhydrazine), C(C)OC=C(C#N)C#N (ethoxymethylenemalononitrile), C (charcoal). The reagents and catalysts are C([O-])([O-])=O.[Na+].[Na+] (sodium carbonate). Run in CN(C=O)C (dimethylformamide). Yields the product NC1=C(C=NN1C1=C(C(=C(C(=C1)Cl)Cl)Cl)Cl)C#N (5-amino-4-cyano-1-(2,3,4,5-tetrachlorophenyl)pyrazole). Yield: 32.9%. Reaction SMILES: [Cl:1][C:2]1[C:7]([Cl:8])=[C:6]([Cl:9])[C:5]([Cl:10])=[CH:4][C:3]=1[NH:11][NH2:12].C(O[CH:16]=[C:17]([C:20]#[N:21])[C:18]#[N:19])C.C>CN(C)C=O.C(=O)([O-])[O-].[Na+].[Na+]>[NH2:21][C:20]1[N:11]([C:3]2[CH:4]=[C:5]([Cl:10])[C:6]([Cl:9])=[C:7]([Cl:8])[C:2]=2[Cl:1])[N:12]=[CH:16][C:17]=1[C:18]#[N:19] |f:4.5.6|. Procedure details: 2,3,4,5-Tetrachlorophenylhydrazine (12.3 g) was heated with ethoxymethylenemalononitrile (6.4 g) in dimethylformamide (25 ml) at reflux for 10 minutes in the presence of sodium carbonate (0.1 g). The hot solution was treated with charcoal and filtered and evaporated to dryness. The residue was triturated with diethyl ether and the ether solution was decanted and diluted with hexane to precipitate dark yellow crystals which were recrystallised from toluene to give 5-amino-4-cyano-1-(2,3,4,5-tetra... The reactants are CN=C=O, Cc1ccccc1, CC1Cc2ccccc2N1. Product: CNC(=O)N1c2ccccc2CC1C. As a reaction SMILES: [CH3:11][N:12]=[C:13]=[O:14].[CH3:15][c:16]1[cH:17][cH:18][cH:19][cH:20][cH:21]1.[CH3:1][CH:2]1[NH:3][c:4]2[cH:5][cH:6][cH:7][cH:8][c:9]2[CH2:10]1>>[CH3:1][CH:2]1[N:3]([C:13]([NH:12][CH3:11])=[O:14])[c:4]2[cH:5][cH:6][cH:7][cH:8][c:9]2[CH2:10]1.